From a dataset of the Open Reaction Database (ORD), a public repository of structured organic reaction records. describe an organic reaction: reactants, conditions, products, and yield The solvent is C(C)O (ethanol). As a reaction SMILES: [C:1]([O:4][C:5]1[C:22]2[C@@H:21]3[C@H:12]([C@H:13]4[C@@:17]([CH2:19][CH2:20]3)([CH3:18])[C:16](=[O:23])[CH2:15][CH2:14]4)[CH2:11][CH2:10][C:9]=2[CH:8]=[C:7]([O:24][CH3:25])[CH:6]=1)(=[O:3])[CH3:2]>C(O)C.O=[Pt]=O>[C:1]([O:4][C:5]1[C:22]2[C@@H:21]3[C@H:12]([C@H:13]4[C@@:17]([CH2:19][CH2:20]3)([CH3:18])[C@@H:16]([OH:23])[CH2:15][CH2:14]4)[CH2:11][CH2:10][C:9]=2[CH:8]=[C:7]([O:24][CH3:25])[CH:6]=1)(=[O:3])[CH3:2]. Yields the product C(C)(=O)OC1=CC(=CC=2CC[C@H]3[C@@H]4CC[C@@H]([C@@]4(C)CC[C@@H]3C12)O)OC (1-acetoxy-3-methoxyestra-1,3,5(10)-trien-17β-ol). Reported procedure: A solution of 1-acetoxy-3-methoxyestra-1,3,5(10)-trien-17-one (4.9 g, 14.3 mM) in 250 ml of ethanol is shaken with PtO2 (1 g) under N2 at 40 psi for 7 hrs. After filtration and evaporation of the solvent in vacuo, the oily residue is chromatographed on 250 g of neutral silica gel, initially eluting with benzene and finally progressing to 5% ethyl acetate:benzene. Evaporation of the solvent in vacuo, followed by recrystallization from ether:hexane gives 1-acetoxy-3-methoxyestra-1,3,5(10)-trien-17... Reagents/catalysts: O=[Pt]=O (PtO2). Starting materials: C(C)(=O)OC1=CC(=CC=2CC[C@H]3[C@@H]4CCC([C@@]4(C)CC[C@@H]3C12)=O)OC (1-acetoxy-3-methoxyestra-1,3,5(10)-trien-17-one).